This data is from the Open Reaction Database (ORD), a public repository of structured organic reaction records. The task is: describe an organic reaction: reactants, conditions, products, and yield The reactants are C1(=CC=CC=C1)P(C1=CC=CC=C1)C1=CC=CC=C1 (triphenylphosphine), BrC(Br)(Br)Br (tetrabromomethane), BrC(Br)(Br)Br (tetrabromomethane), C1(=CC=CC=C1)P(C1=CC=CC=C1)C1=CC=CC=C1 (triphenylphosphine), C1(=CC=CC=C1)P(C1=CC=CC=C1)C1=CC=CC=C1 (Triphenylphosphine), OCCCN1C=C(C2=CC(=CC=C12)F)N1C(NN=C1C1=CNC2=CC=CC=C12)=O (4-[1-(3-hydroxy-propyl)-5-fluoro-indol-3-yl]-5-(1-H-indol-3-yl)-2,4-dihydro-[1,2,4]triazol-3-one). Solvent: C1CCOC1 (THF). Conditions: time 16 hour. Yields the product BrCCCN1C=C(C2=CC(=CC=C12)F)N1C(NN=C1C1=CNC2=CC=CC=C12)=O (4-[1-(3-Bromopropyl)-5-fluoro-indol-3-yl]-5-(1-H-indol-3-yl)-2,4-dihydro-[1,2,4]triazol-3-one). Yield: 61.6%. As a reaction SMILES: C1(P(C2C=CC=CC=2)C2C=CC=CC=2)C=CC=CC=1.O[CH2:21][CH2:22][CH2:23][N:24]1[C:32]2[C:27](=[CH:28][C:29]([F:33])=[CH:30][CH:31]=2)[C:26]([N:34]2[C:38]([C:39]3[C:47]4[C:42](=[CH:43][CH:44]=[CH:45][CH:46]=4)[NH:41][CH:40]=3)=[N:37][NH:36][C:35]2=[O:48])=[CH:25]1.[Br:49]C(Br)(Br)Br>C1COCC1>[Br:49][CH2:21][CH2:22][CH2:23][N:24]1[C:32]2[C:27](=[CH:28][C:29]([F:33])=[CH:30][CH:31]=2)[C:26]([N:34]2[C:38]([C:39]3[C:47]4[C:42](=[CH:43][CH:44]=[CH:45][CH:46]=4)[NH:41][CH:40]=3)=[N:37][NH:36][C:35]2=[O:48])=[CH:25]1. Reported procedure: Triphenylphosphine (0.168, 0.64 mmol) was added to a mixture of 4-[1-(3-hydroxy-propyl)-5-fluoro-indol-3-yl]-5-(1-H-indol-3-yl)-2,4-dihydro-[1,2,4]triazol-3-one (0.23 g 0.59 mmol), synthesised in accordance to the procedure for Example 1, triphenylphosphine (0.168 g, 0.64 mmol) and tetrabromomethane (0.218 g, 0.66 mmol) in dry THF (15 ml). The resulting mixture was stirred at ambient temperature. After 16 h the LCMS showed that some starting material still was left. Additional tetrabromomethane ... Reactants: C(C1=CC=CC=C1)N1CC2(CO2)CC1 (5-benzyl-1-oxa-5-azaspiro[2,4]heptane), C(C1=CC=CC=C1)CN (benzylmethylamine). Solvent: O (water). Reaction conditions: time 15 hour. Product: C(C1=CC=CC=C1)N1CC(CC1)(O)CNCCC1=CC=CC=C1 (1-Benzyl-3-benzylmethylaminomethyl-3-hydroxypyrrolidine). As a reaction SMILES: [CH2:1]([N:8]1[CH2:14][CH2:13][C:10]2([O:12][CH2:11]2)[CH2:9]1)[C:2]1[CH:7]=[CH:6][CH:5]=[CH:4][CH:3]=1.[CH2:15]([CH2:22][NH2:23])[C:16]1[CH:21]=[CH:20][CH:19]=[CH:18][CH:17]=1>O>[CH2:1]([N:8]1[CH2:14][CH2:13][C:10]([CH2:11][NH:23][CH2:22][CH2:15][C:16]2[CH:21]=[CH:20][CH:19]=[CH:18][CH:17]=2)([OH:12])[CH2:9]1)[C:2]1[CH:7]=[CH:6][CH:5]=[CH:4][CH:3]=1. Procedure details: 18.2 g (95 mmol) of 5-benzyl-1-oxa-5-azaspiro[2,4]heptane are added dropwise to 15.6 ml (0.115 mol) of benzylmethylamine in 300 ml of water and the mixture is stirred for 15 hours at room temperature. The product is extracted using CH2Cl2, the extracts are dried using K2CO3 and concentrated, and incipient distillation is carried out up to 160° C. (oil bath temperature).